The task is: describe an organic reaction: reactants, conditions, products, and yield. This data is from the Open Reaction Database (ORD), a public repository of structured organic reaction records. The reactants are BrCCCCCCCCCCCCCC(=O)O (14-bromo-tetradecanoic acid), O (water), aqueous solution, [OH-].[Na+] (sodium hydroxide), S(=O)([O-])[O-].[Na+].[Na+] (sodium sulfite), O (water). Run in C(CC)O (n-propanol). Yields the product [Na+].S(=O)(=O)(O)CCCCCCCCCCCCCC(=O)[O-] (14-sulfo-tetradecanoic acid sodium salt). As a reaction SMILES: Br[CH2:2][CH2:3][CH2:4][CH2:5][CH2:6][CH2:7][CH2:8][CH2:9][CH2:10][CH2:11][CH2:12][CH2:13][CH2:14][C:15]([OH:17])=[O:16].O.[OH-].[Na+:20].[S:21]([O-:24])([O-:23])=[O:22].[Na+].[Na+]>C(O)CC>[Na+:20].[S:21]([CH2:2][CH2:3][CH2:4][CH2:5][CH2:6][CH2:7][CH2:8][CH2:9][CH2:10][CH2:11][CH2:12][CH2:13][CH2:14][C:15]([O-:17])=[O:16])([OH:24])(=[O:23])=[O:22] |f:2.3,4.5.6,8.9|. Procedure: Above prepared 14-bromo-tetradecanoic acid (8.34 g, 26.0 mmol) was dissolved in n-propanol (10 mL), water (25 mL) and 1M aqueous solution of sodium hydroxide (32 mL) and sodium sulfite (5.00 g, 39.7 mmol) was added. Reaction mixture was heated to reflux for 22 hrs. After cooling down white precipitate was filtered off. Conc. hydrochloric acid was added to give acidic pH and precipitate was centrifuged and decantated two times with water (2×50 ml). After lyophilization 14-sulfo-tetradecanoic acid...